The task is: describe an organic reaction: reactants, conditions, products, and yield. This data is from the Open Reaction Database (ORD), a public repository of structured organic reaction records. Starting materials: O=[N+]([O-])c1ccccc1-c1cn2ccccc2n1, [Na+], CN(C)C=O, [OH-], O=P(Cl)(Cl)Cl. Product: O=Cc1c(-c2ccccc2[N+](=O)[O-])nc2ccccn12. RXN SMILES: [N+:6](=[O:7])([O-:8])[c:9]1[c:10](-[c:15]2[n:16][c:17]3[n:18]([cH:19][cH:20][cH:21][cH:22]3)[cH:23]2)[cH:11][cH:12][cH:13][cH:14]1.[Na+:30].[O:24]=[CH:25][N:26]([CH3:27])[CH3:28].[OH-:29].[P:1]([Cl:2])([Cl:3])([Cl:4])=[O:5]>>[N+:6](=[O:7])([O-:8])[c:9]1[c:10](-[c:15]2[n:16][c:17]3[n:18]([cH:19][cH:20][cH:21][cH:22]3)[c:23]2[CH:25]=[O:24])[cH:11][cH:12][cH:13][cH:14]1. The reactants are BrC(=C1CCNCC1)c1ccccc1, CCN(C(C)C)C(C)C, ClC(Cl)Cl, O=C(O)C(=O)c1c[nH]c2c(Cl)ccnc12, Cl. Yields the product O=C(C(=O)N1CCC(=C(Br)c2ccccc2)CC1)c1c[nH]c2c(Cl)ccnc12. RXN SMILES: [Br:17][C:18](=[C:19]1[CH2:20][CH2:21][NH:22][CH2:23][CH2:24]1)[c:25]1[cH:26][cH:27][cH:28][cH:29][cH:30]1.[CH:31]([N:32]([CH:33]([CH3:34])[CH3:35])[CH2:36][CH3:37])([CH3:38])[CH3:39].[CH:40]([Cl:41])([Cl:42])[Cl:43].[Cl:1][c:2]1[c:3]2[c:4]([n:5][cH:6][cH:7]1)[c:8]([C:11]([C:12](=[O:13])[OH:14])=[O:15])[cH:9][nH:10]2.[ClH:16]>>[Cl:1][c:2]1[c:3]2[c:4]([n:5][cH:6][cH:7]1)[c:8]([C:11]([C:12](=[O:14])[N:22]1[CH2:21][CH2:20][C:19](=[C:18]([Br:17])[c:25]3[cH:26][cH:27][cH:28][cH:29][cH:30]3)[CH2:24][CH2:23]1)=[O:15])[cH:9][nH:10]2. The yield is 71.0%. Reactants: [Si](C)(C)(C(C)(C)C)OCC(C)(C)NC(=O)C1=CN(C=2C1=NC(=CN2)C2=NN(C1=CC(=CC=C21)C)CC(=O)N2CCOCC2)C(C2=CC=CC=C2)(C2=CC=CC=C2)C2=CC=CC=C2 (N-(1-(tert-butyldimethylsilyloxy)-2-methylpropan-2-yl)-2-(6-methyl-1-(2-morpholino-2-oxoethyl)-1H-indazol-3-yl)-5-trityl-5H-pyrrolo[3,2-b]pyrazine-7-carboxamide), Cl (HCl). Yields the product Cl.OCC(C)(C)NC(=O)C1=CNC=2C1=NC(=CN2)C2=NN(C1=CC(=CC=C21)C)CC(=O)N2CCOCC2 (N-(1-hydroxy-2-methylpropan-2-yl)-2-(6-methyl-1-(2-morpholino-2-oxoethyl)-1H-indazol-3-yl)-5H-pyrrolo[3,2-b]pyrazine-7-carboxamide hydrochloride). RXN SMILES: [Si]([O:8][CH2:9][C:10]([NH:13][C:14]([C:16]1[C:20]2=[N:21][C:22]([C:25]3[C:33]4[C:28](=[CH:29][C:30]([CH3:34])=[CH:31][CH:32]=4)[N:27]([CH2:35][C:36]([N:38]4[CH2:43][CH2:42][O:41][CH2:40][CH2:39]4)=[O:37])[N:26]=3)=[CH:23][N:24]=[C:19]2[N:18](C(C2C=CC=CC=2)(C2C=CC=CC=2)C2C=CC=CC=2)[CH:17]=1)=[O:15])([CH3:12])[CH3:11])(C(C)(C)C)(C)C.[ClH:63]>O1CCOCC1>[ClH:63].[OH:8][CH2:9][C:10]([NH:13][C:14]([C:16]1[C:20]2=[N:21][C:22]([C:25]3[C:33]4[C:28](=[CH:29][C:30]([CH3:34])=[CH:31][CH:32]=4)[N:27]([CH2:35][C:36]([N:38]4[CH2:43][CH2:42][O:41][CH2:40][CH2:39]4)=[O:37])[N:26]=3)=[CH:23][N:24]=[C:19]2[NH:18][CH:17]=1)=[O:15])([CH3:11])[CH3:12] |f:3.4|. Run at time 16 hour. The solvent is O1CCOCC1 (dioxane). Reported procedure: To a stirred solution of N-(1-(tert-butyldimethylsilyloxy)-2-methylpropan-2-yl)-2-(6-methyl-1-(2-morpholino-2-oxoethyl)-1H-indazol-3-yl)-5-trityl-5H-pyrrolo[3,2-b]pyrazine-7-carboxamide (100 mg, 0.118 mmol) in dioxane (40 mL) was bubbled HCl gas until saturation and then stirred at room temperature for 16 hours. The mixture was concentrated and the residue was triturated with methanol (1 mL), solvent decanted and solid dried to afford N-(1-hydroxy-2-methylpropan-2-yl)-2-(6-methyl-1-(2-morpholino... Reactants: C1CC2CNCCN2C1, CCN=C=NCCCN(C)C, CN(C)C=O, ClCCl, ClCCl, Nc1cc(C(=O)O)ccc1F, O, On1nnc2ccccc21. The product is Nc1cc(C(=O)N2CCN3CCCC3C2)ccc1F. Reaction SMILES: [CH2:34]1[CH:35]2[N:36]([CH2:37][CH2:38][NH:39]1)[CH2:40][CH2:41][CH2:42]2.[CH3:23][N:24]([CH3:25])[CH2:26][CH2:27][CH2:28][N:29]=[C:30]=[N:31][CH2:32][CH3:33].[CH3:43][N:44]([CH3:45])[CH:46]=[O:47].[Cl:48][CH2:49][Cl:50].[Cl:51][CH2:52][Cl:53].[NH2:1][c:2]1[cH:3][c:4]([C:5](=[O:6])[OH:7])[cH:8][cH:9][c:10]1[F:11].[OH2:12].[OH:13][n:14]1[c:15]2[cH:16][cH:17][cH:18][cH:19][c:20]2[n:21][n:22]1>>[NH2:1][c:2]1[cH:3][c:4]([C:5](=[O:7])[N:39]2[CH2:34][CH:35]3[N:36]([CH2:37][CH2:38]2)[CH2:40][CH2:41][CH2:42]3)[cH:8][cH:9][c:10]1[F:11]. Solvent: C(Cl)Cl (methylene chloride). The reactants are CCCCCC (hexane), C(C)(C)=C([C@@H](CCO)O)O ((R)-Isopropylidenebutane-1,2,4-triol), C1(=CC=CC=C1)P(C1=CC=CC=C1)C1=CC=CC=C1 (triphenylphosphine), BrN1C(CCC1=O)=O (N-bromosuccinimide). Product: BrCC[C@H](C(O)=C(C)C)O ((R)-4-Bromo-isopropylidenebutane-1,2-diol). Reaction conditions: temperature 0 celsius. Isolated yield 46.8%. Reported procedure: (R)-Isopropylidenebutane-1,2,4-triol (0.3 g, 2.05 mmol) and triphenylphosphine (0.63 g, 2.4 mmol) were dissolved in methylene chloride (5 ml) and cooled to 0° C. and N-bromosuccinimide (0.38 g, 2.16 mmol) was added in small portions with stirring. After additional 1 h of stirring at 0° C. hexane (15 ml) was added and the resulting precipitate was removed by filtration and washed twice with hexane (2×5 ml). The combined hexane solution was passed through a short column of silica gel (5 g). Elutio... Reaction SMILES: [C:1](=[C:4]([OH:10])[C@H:5]([OH:9])[CH2:6][CH2:7]O)([CH3:3])[CH3:2].C1(P(C2C=CC=CC=2)C2C=CC=CC=2)C=CC=CC=1.[Br:30]N1C(=O)CCC1=O.CCCCCC>C(Cl)Cl>[Br:30][CH2:7][CH2:6][C@@H:5]([OH:9])[C:4](=[C:1]([CH3:3])[CH3:2])[OH:10]. Reactants: Cl.NC=1SC(=C(N1)CC)CC (2-Amino-4,5-diethylthiazole hydrochloride), ice water, O (water), N1=CC=CC=C1 (pyridine), CCC(=O)C(=O)Cl (Ethyloxalyl chloride). Reaction conditions: time 30 minute. The product is C(C)C=1N=C(SC1CC)NC(=O)C(=O)OCC (Ethyl 4,5-Diethylthiazol-2-ylcarbamoylcarboxylate). RXN SMILES: Cl.[NH2:2][C:3]1[S:4][C:5]([CH2:10][CH3:11])=[C:6]([CH2:8][CH3:9])[N:7]=1.N1[CH:17]=[CH:16]C=CC=1.CC[C:20]([C:22](Cl)=[O:23])=[O:21].[OH2:25]>>[CH2:8]([C:6]1[N:7]=[C:3]([NH:2][C:20]([C:22]([O:23][CH2:16][CH3:17])=[O:25])=[O:21])[S:4][C:5]=1[CH2:10][CH3:11])[CH3:9] |f:0.1|. Procedure: 2-Amino-4,5-diethylthiazole hydrochloride (2.9 g., 15 mmoles) was slurried in 20 ml. of pyridine and cooled in an ice-water bath. Ethyloxalyl chloride (2.3 g., 1.9 ml., 17 mmoles) was added dropwise over 10 minutes. The reaction was stirred for 15 minutes in the ice-water bath and then for 30 minutes at room temperature. The reaction mixture was diluted with approximately 70 ml. of ice and water and the oily precipitate which formed extracted into chloroform (2×75 ml.). The combined chloroform e...